This data is from the Open Reaction Database (ORD), a public repository of structured organic reaction records. The task is: describe an organic reaction: reactants, conditions, products, and yield Procedure details: Following the procedure and workup for Compound 354, Compound 354e (86 mg, 0.22 mmol) was reacted with Compound 545a (50 mg, 0.22 mmol) in ethanol (3 mL) using 10% w/v KOH in Ethanol (436 μL, 0.66 mmol) to produce the title compound (26 mg, 21% yield). Reaction SMILES: BrC1C=CC(O)=C(C2C=[CH:16][C:15]3[C:10](=[CH:11][CH:12]=[C:13]([C:18]4[N:22]([CH:23]5[CH2:28][CH2:27][CH2:26][CH2:25][CH2:24]5)[C:21]5[CH:29]=[CH:30][C:31]([C:33]([OH:35])=[O:34])=[CH:32][C:20]=5[N:19]=4)[CH:14]=3)[N:9]=2)C=1.[CH:37]1([C:43]2[CH:48]=[CH:47][C:46]([O:49][CH3:50])=[CH:45][C:44]=2[C:51](=O)[CH3:52])[CH2:42][CH2:41][CH2:40][CH2:39][CH2:38]1.[OH-].[K+]>C(O)C>[CH:23]1([N:22]2[C:21]3[CH:29]=[CH:30][C:31]([C:33]([OH:35])=[O:34])=[CH:32][C:20]=3[N:19]=[C:18]2[C:13]2[CH:14]=[C:15]3[C:10](=[CH:11][CH:12]=2)[N:9]=[C:51]([C:44]2[CH:45]=[C:46]([O:49][CH3:50])[CH:47]=[CH:48][C:43]=2[CH:37]2[CH2:42][CH2:41][CH2:40][CH2:39][CH2:38]2)[CH:52]=[CH:16]3)[CH2:24][CH2:25][CH2:26][CH2:27][CH2:28]1 |f:2.3|. Run in C(C)O (ethanol), C(C)O (Ethanol). Isolated yield 21.0%. Starting materials: BrC=1C=CC(=C(C1)C1=NC2=CC=C(C=C2C=C1)C1=NC2=C(N1C1CCCCC1)C=CC(=C2)C(=O)O)O (2-[2-(5-Bromo-2-hydroxy-phenyl)-quinolin-6-yl]-1-cyclohexyl-1H-benzoimidazole-5-carboxylic acid), [OH-].[K+] (KOH), Compound 354e, C1(CCCCC1)C1=C(C=C(C=C1)OC)C(C)=O (1-(2-Cyclohexyl-5-methoxy-phenyl)-ethanone). Yields the product C1(CCCCC1)N1C(=NC2=C1C=CC(=C2)C(=O)O)C=2C=C1C=CC(=NC1=CC2)C2=C(C=CC(=C2)OC)C2CCCCC2 (1-Cyclohexyl-2-[2-(2-cyclohexyl-5-methoxy-phenyl)-quinolin-6-yl]-1H-benzoimidazole-5-carboxylic acid).